This data is from the Open Reaction Database (ORD), a public repository of structured organic reaction records. The task is: describe an organic reaction: reactants, conditions, products, and yield The product is C1(CCCCC1)OC=1C=C2C(=CNC2=CC1)C1CCN(CC1)C (5-Cyclohexyloxy-3-(1-methyl-4-piperidinyl)-1H-indole). Reaction SMILES: Cl[C:2]1[CH:3]=[C:4]2[C:8](=[CH:9][CH:10]=1)[NH:7][CH:6]=[C:5]2[CH:11]1[CH2:16][CH2:15][N:14]([CH3:17])[CH2:13][CH2:12]1.Cl[C:19]1[CH:20]=[C:21]2[C:25](=[CH:26][CH:27]=1)NC=C2C1CCN(C)CC=1.C[OH:36]>[Pt]>[CH:19]1([O:36][C:2]2[CH:3]=[C:4]3[C:8](=[CH:9][CH:10]=2)[NH:7][CH:6]=[C:5]3[CH:11]2[CH2:16][CH2:15][N:14]([CH3:17])[CH2:13][CH2:12]2)[CH2:20][CH2:21][CH2:25][CH2:26][CH2:27]1. Procedure: 5-Chloro-3-(1-methyl-4-piperidinyl)indole: (0.89 g, 88%); from 5-chloro-3-(1-methyl-1,2,3,6-tetrahydro-4-pyridinyl)indole (Example 4d, 1.0 g, 4 mmol) and 5% Pt/C (0.78 g, 0.2 mmol) in methanol under H2 ; mp 192-4° C.; HRMS-FAB+ for C14H17N2Cl calculated MH+: 249.11584, found: 249.11529. Reactants: ClC=1C=C2C(=CNC2=CC1)C1CCN(CC1)C (5-Chloro-3-(1-methyl-4-piperidinyl)indole), ClC=1C=C2C(=CNC2=CC1)C=1CCN(CC1)C (5-chloro-3-(1-methyl-1,2,3,6-tetrahydro-4-pyridinyl)indole), CO (methanol). The reagents and catalysts are [Pt] (Pt/C). Reactants: CCI, CCCCCN1C(=O)C(C)(C)c2cc(NC(=O)CCc3ccccc3)c([N+](=O)[O-])cc21. Yields the product CCCCCN1C(=O)C(C)(C)c2cc(N(CC)C(=O)CCc3ccccc3)c([N+](=O)[O-])cc21. Reaction SMILES: [CH2:32]([CH3:33])[I:34].[CH3:1][C:2]1([CH3:31])[C:3](=[O:30])[N:4]([CH2:25][CH2:26][CH2:27][CH2:28][CH3:29])[c:5]2[cH:6][c:7]([N+:22](=[O:23])[O-:24])[c:8]([NH:11][C:12]([CH2:13][CH2:14][c:15]3[cH:16][cH:17][cH:18][cH:19][cH:20]3)=[O:21])[cH:9][c:10]21>>[CH3:1][C:2]1([CH3:31])[C:3](=[O:30])[N:4]([CH2:25][CH2:26][CH2:27][CH2:28][CH3:29])[c:5]2[cH:6][c:7]([N+:22](=[O:23])[O-:24])[c:8]([N:11]([C:12]([CH2:13][CH2:14][c:15]3[cH:16][cH:17][cH:18][cH:19][cH:20]3)=[O:21])[CH2:32][CH3:33])[cH:9][c:10]21.